From a dataset of the Open Reaction Database (ORD), a public repository of structured organic reaction records. describe an organic reaction: reactants, conditions, products, and yield Reactants: [Al+3], ClCCl, CC(=O)Cl, [Cl-], [Cl-], [Cl-], Cl, Oc1ccccc1-c1nnn[nH]1. Product: CC(=O)c1ccc(O)c(-c2nnn[nH]2)c1. As a reaction SMILES: [Al+3:14].[CH2:22]([Cl:23])[Cl:24].[CH3:17][C:18]([Cl:19])=[O:20].[Cl-:13].[Cl-:15].[Cl-:16].[ClH:21].[OH:1][c:2]1[c:3](-[c:8]2[n:9][n:10][n:11][nH:12]2)[cH:4][cH:5][cH:6][cH:7]1>>[OH:1][c:2]1[c:3](-[c:8]2[n:9][n:10][n:11][nH:12]2)[cH:4][c:5]([C:18]([CH3:17])=[O:20])[cH:6][cH:7]1. The reactants are C(C)(C)N(CC)C(C)C (diisopropylethylamine), ice, Cl.Cl.CN(C(=O)C=1NC=C(C1)N(C(=O)C=1NC=C(C1)N)C)CCC(=N)N (β-[N-methyl-4-(N-methyl-4-aminopyrrole-2-carboxamido)pyrrole-2-carboxamido]propionamidine dihydrochloride), ClC1=C(C=C(C(=C1)Cl)Cl)CN(C([O-])=O)N=O (2,4,5-trichlorophenyl-N-methyl-N-nitrosocarbamate). Solvent: CN(C)C=O (DMF), CN(C)C=O (DMF). Run at temperature 0 celsius, time 1 hour. Product: Cl.CN(C(=O)C=1NC=C(C1)N(C(=O)C=1NC=C(C1)NC(=O)N(N=O)C)C)CCC(=N)N (β-[N-methyl-4-[N-methyl-4-(3 -methyl-3-nitrosoureido)pyrrole-2-carboxamido]pyrrole-2-carboxamido]propionamidine hydrochloride). Isolated yield 55.3%. As a reaction SMILES: Cl.Cl.[CH3:3][N:4]([CH2:22][CH2:23][C:24]([NH2:26])=[NH:25])[C:5]([C:7]1[NH:8][CH:9]=[C:10]([N:12]([CH3:21])[C:13]([C:15]2[NH:16][CH:17]=[C:18]([NH2:20])[CH:19]=2)=[O:14])[CH:11]=1)=[O:6].C(N(C(C)C)CC)(C)C.[Cl:36]C1C=C(Cl)C(Cl)=CC=1[CH2:45][N:46]([N:50]=[O:51])[C:47](=O)[O-:48]>CN(C=O)C>[ClH:36].[CH3:3][N:4]([CH2:22][CH2:23][C:24]([NH2:26])=[NH:25])[C:5]([C:7]1[NH:8][CH:9]=[C:10]([N:12]([CH3:21])[C:13]([C:15]2[NH:16][CH:17]=[C:18]([NH:20][C:47]([N:46]([CH3:45])[N:50]=[O:51])=[O:48])[CH:19]=2)=[O:14])[CH:11]=1)=[O:6] |f:0.1.2,6.7|. Procedure details: To an ice-cooled solution of β-[N-methyl-4-(N-methyl-4-aminopyrrole-2-carboxamido)pyrrole-2-carboxamido]propionamidine dihydrochloride (0.404 g) in 5 ml of DMF and 320 mg of 2,4,5-trichlorophenyl-N-methyl-N-nitrosocarbamate [prepared according to J. Med. Chem. 25, 178 (1982)], a solution of diisopropylethylamine (0.164 ml) in 8 ml of DMF was added dropwise. The resulting solution was stirred 1 hour at 0° C. The reaction mixture was concentrated under vacuum and the residue was purified by column... Reactants: [Br-], C1CNCCN1, CC(C)(C)[O-], Cc1ccccc1, Fc1ccc(Br)c(F)c1, [Na+], O=C(C=Cc1ccccc1)C=Cc1ccccc1, O=C(C=Cc1ccccc1)C=Cc1ccccc1, O=C(C=Cc1ccccc1)C=Cc1ccccc1, [Pd], [Pd], c1ccc(P(c2ccccc2)c2ccc3ccccc3c2-c2c(P(c3ccccc3)c3ccccc3)ccc3ccccc23)cc1. Yields the product Fc1ccc(N2CCNCC2)c(F)c1. RXN SMILES: [Br-:10].[CH2:11]1[CH2:12][NH:13][CH2:14][CH2:15][NH:16]1.[CH3:17][C:18]([CH3:19])([O-:20])[CH3:21].[CH3:69][c:70]1[cH:71][cH:72][cH:73][cH:74][cH:75]1.[F:1][c:2]1[c:3]([Br:9])[cH:4][cH:5][c:6]([F:8])[cH:7]1.[Na+:22].[O:114]=[C:115]([CH:116]=[CH:117][c:118]1[cH:119][cH:120][cH:121][cH:122][cH:123]1)[CH:124]=[CH:125][c:126]1[cH:127][cH:128][cH:129][cH:130][cH:131]1.[O:78]=[C:79]([CH:80]=[CH:81][c:82]1[cH:83][cH:84][cH:85][cH:86][cH:87]1)[CH:88]=[CH:89][c:90]1[cH:91][cH:92][cH:93][cH:94][cH:95]1.[O:96]=[C:97]([CH:98]=[CH:99][c:100]1[cH:101][cH:102][cH:103][cH:104][cH:105]1)[CH:106]=[CH:107][c:108]1[cH:109][cH:110][cH:111][cH:112][cH:113]1.[Pd:76].[Pd:77].[cH:23]1[cH:24][cH:25][c:26]([P:27]([c:28]2[cH:29][cH:30][c:31]3[c:32]([cH:33][cH:34][cH:35][cH:36]3)[c:37]2-[c:38]2[c:39]3[c:40]([cH:41][cH:42][cH:43][cH:44]3)[cH:45][cH:46][c:47]2[P:48]([c:49]2[cH:50][cH:51][cH:52][cH:53][cH:54]2)[c:55]2[cH:56][cH:57][cH:58][cH:59][cH:60]2)[c:61]2[cH:62][cH:63][cH:64][cH:65][cH:66]2)[cH:67][cH:68]1>>[F:1][c:2]1[c:3]([N:13]2[CH2:12][CH2:11][NH:16][CH2:15][CH2:14]2)[cH:4][cH:5][c:6]([F:8])[cH:7]1. RXN SMILES: [Si]([O:8][C@H:9]([C:36]1[CH:41]=[CH:40][C:39]([OH:42])=[C:38]([CH2:43][OH:44])[CH:37]=1)[CH2:10][NH:11][C@H:12]([CH3:35])[CH2:13][C:14]1[CH:15]=[C:16]2[C:20](=[CH:21][CH:22]=1)[NH:19][C:18]([C:23]([NH:25][CH2:26][C:27]1[CH:32]=[CH:31][CH:30]=[CH:29][C:28]=1[O:33][CH3:34])=[O:24])=[CH:17]2)(C(C)(C)C)(C)C.[F-].[NH4+]>CO.O>[NH3:11].[OH:8][C@H:9]([C:36]1[CH:41]=[CH:40][C:39]([OH:42])=[C:38]([CH2:43][OH:44])[CH:37]=1)[CH2:10][NH:11][C@H:12]([CH3:35])[CH2:13][C:14]1[CH:15]=[C:16]2[C:20](=[CH:21][CH:22]=1)[NH:19][C:18]([C:23]([NH:25][CH2:26][C:27]1[CH:32]=[CH:31][CH:30]=[CH:29][C:28]=1[O:33][CH3:34])=[O:24])=[CH:17]2 |f:1.2|. Yield: 137.2%. Yields the product N (ammonia), O[C@@H](CN[C@@H](CC=1C=C2C=C(NC2=CC1)C(=O)NCC1=C(C=CC=C1)OC)C)C1=CC(=C(C=C1)O)CO (5-[(2R)-2-({(2R)-2-hydroxy-2-[4-hydroxy-3-(hydroxymethyl)phenyl]ethyl}amino)propyl]-N-(2-methoxybenzyl)-1H-indole-2-carboxamide). Solvent: CO (methanol), O (water). Conditions: temperature 40 celsius. Reactants: [F-].[NH4+] (ammonium fluoride), [Si](C)(C)(C(C)(C)C)O[C@@H](CN[C@@H](CC=1C=C2C=C(NC2=CC1)C(=O)NCC1=C(C=CC=C1)OC)C)C1=CC(=C(C=C1)O)CO (5-[(2R)-2-({(2R)-2-{[tert-butyl(dimethyl)silyl]oxy}-2-[4-hydroxy-3-(hydroxymethyl)phenyl]ethyl}amino)propyl]-N-(2-methoxybenzyl)-1H-indole-2-carboxamide). Reported procedure: A solution of 5-[(2R)-2-({(2R)-2-{[tert-butyl(dimethyl)silyl]oxy}-2-[4-hydroxy-3-(hydroxymethyl)phenyl]ethyl}amino)propyl]-N-(2-methoxybenzyl)-1H-indole-2-carboxamide (Preparation 1, 67 mg, 0.11 mmol) in a mixture of methanol (4.0 ml) and water (2.4 ml) was treated with ammonium fluoride (40 mg, 1.08 mmol) and the resulting suspension heated at 40° C. for a period of 16 hours. The solvent was removed in vacuo and the residue purified by flash column chromatography on silica gel eluting with dich... The reactants are NC1=C(C=CC=C1)N1CCOCC1 (4-(2-aminophenyl)morpholine), P(=O)(Cl)(Cl)Cl (phosphorus oxychloride), C(C1=CC=CC=C1)N1C(C(CC1)C)=O (1-benzyl-3-methyl-2-pyrrolidone). Solvent: C1=CC=CC=C1 (benzene), C1=CC=CC=C1 (benzene). Product: C(C1=CC=CC=C1)N1C(C(CC1)C)=NC1=C(C=CC=C1)N1CCOCC1 (4-[2-(1-benzyl-3-methyl-2-pyrrolidinylideneamino)phenyl]morpholine). As a reaction SMILES: [CH2:1]([N:8]1[CH2:12][CH2:11][CH:10]([CH3:13])[C:9]1=O)[C:2]1[CH:7]=[CH:6][CH:5]=[CH:4][CH:3]=1.[NH2:15][C:16]1[CH:21]=[CH:20][CH:19]=[CH:18][C:17]=1[N:22]1[CH2:27][CH2:26][O:25][CH2:24][CH2:23]1.P(Cl)(Cl)(Cl)=O>C1C=CC=CC=1>[CH2:1]([N:8]1[CH2:12][CH2:11][CH:10]([CH3:13])[C:9]1=[N:15][C:16]1[CH:21]=[CH:20][CH:19]=[CH:18][C:17]=1[N:22]1[CH2:27][CH2:26][O:25][CH2:24][CH2:23]1)[C:2]1[CH:7]=[CH:6][CH:5]=[CH:4][CH:3]=1. Procedure details: In a similar manner to that described in Example 1, 1-benzyl-3-methyl-2-pyrrolidone (14.17 g) in benzene (80 ml) was reacted with 4-(2-aminophenyl)morpholine (8.9 g) in benzene (30 ml) in the presence of phosphorus oxychloride (6.86 ml) for 24 hours at 70° C. to give 4-[2-(1-benzyl-3-methyl-2-pyrrolidinylideneamino)phenyl]morpholine (m.p. 96°-97° C.) which was recrystallised from hexane. Reactants: COC(CC1=CC(=C(C=C1)OC)B1OC(C(O1)(C)C)(C)C)=O ([4-Methoxy-3-(4,4,5,5-tetramethyl-[1,3,2]dioxaborolan-2-yl)-phenyl]-acetic acid methyl ester), C(Cl)Cl (CH2Cl2), BrC1=C(C=O)C=C(C=C1)C(F)(F)F (2-bromo-5-trifluoromethyl-benzaldehyde), C([O-])([O-])=O.[K+].[K+] (potassium carbonate). Reagents/catalysts: C=1C=CC(=CC1)[P](C=2C=CC=CC2)(C=3C=CC=CC3)[Pd]([P](C=4C=CC=CC4)(C=5C=CC=CC5)C=6C=CC=CC6)([P](C=7C=CC=CC7)(C=8C=CC=CC8)C=9C=CC=CC9)[P](C=1C=CC=CC1)(C=1C=CC=CC1)C=1C=CC=CC1 (Tetrakis(triphenylphosphine)palladium(0)). Solvent: COCCOC (DME), O (H2O). Conditions: temperature 90 celsius, time 10 hour. Yields the product COC(CC=1C=C(C(=CC1)OC)C1=C(C=C(C=C1)C(F)(F)F)C=O)=O ((2′-Formyl-6-methoxy-4′-trifluoromethyl-biphenyl-3-yl)-acetic acid methyl ester). As a reaction SMILES: [CH3:1][O:2][C:3](=[O:22])[CH2:4][C:5]1[CH:10]=[CH:9][C:8]([O:11][CH3:12])=[C:7](B2OC(C)(C)C(C)(C)O2)[CH:6]=1.Br[C:24]1[CH:31]=[CH:30][C:29]([C:32]([F:35])([F:34])[F:33])=[CH:28][C:25]=1[CH:26]=[O:27].C(=O)([O-])[O-].[K+].[K+].C(Cl)Cl>COCCOC.C1C=CC([P]([Pd]([P](C2C=CC=CC=2)(C2C=CC=CC=2)C2C=CC=CC=2)([P](C2C=CC=CC=2)(C2C=CC=CC=2)C2C=CC=CC=2)[P](C2C=CC=CC=2)(C2C=CC=CC=2)C2C=CC=CC=2)(C2C=CC=CC=2)C2C=CC=CC=2)=CC=1.O>[CH3:1][O:2][C:3](=[O:22])[CH2:4][C:5]1[CH:6]=[C:7]([C:24]2[CH:31]=[CH:30][C:29]([C:32]([F:35])([F:34])[F:33])=[CH:28][C:25]=2[CH:26]=[O:27])[C:8]([O:11][CH3:12])=[CH:9][CH:10]=1 |f:2.3.4,^1:54,56,75,94|. Reported procedure: [4-Methoxy-3-(4,4,5,5-tetramethyl-[1,3,2]dioxaborolan-2-yl)-phenyl]-acetic acid methyl ester (4.99 g, 16.4 mmol), 2-bromo-5-trifluoromethyl-benzaldehyde (4.15 g, 16.4 mmol), and potassium carbonate (5.67 g, 41.0 mmol) were combined in DME (40 mL) and H2O (20 mL), and the mixture was purged with N2 for 30 minutes. Tetrakis(triphenylphosphine)palladium(0) (1.90 g, 1.64 mmol) was added, and the reaction was stirred at 90° C. for 10 hours. The mixture was worked-up with CH2Cl2 and H2O, and the organ...